Dataset: the Open Reaction Database (ORD), a public repository of structured organic reaction records. Task: describe an organic reaction: reactants, conditions, products, and yield Reactants: N[C@@H](CC1=CC(=C(C=C1)O)C(C)(C)C)C(=O)OC (H-Tyr(3-tBu)-OMe), TEA, C(=O)(O)[O-].[Na+] (NaHCO3), C(C)(=O)Cl (acetyl chloride), C(=O)[O-].[Na+] (sodium formate). The solvent is C(Cl)Cl (methylene chloride), C(C)OCC (diethyl ether). Run at time 23 hour. The product is N([C@@H](CC1=CC(=C(C=C1)O)C(C)(C)C)C(=O)OC)C=O (N-formyl-Tyr(3-tBu)-OMe). Yield: 101.7%. Reaction SMILES: [C:1](Cl)(=[O:3])C.C([O-])=O.[Na+].[NH2:9][C@H:10]([C:23]([O:25][CH3:26])=[O:24])[CH2:11][C:12]1[CH:17]=[CH:16][C:15]([OH:18])=[C:14]([C:19]([CH3:22])([CH3:21])[CH3:20])[CH:13]=1.C([O-])(O)=O.[Na+]>C(OCC)C.C(Cl)Cl>[NH:9]([CH:1]=[O:3])[C@H:10]([C:23]([O:25][CH3:26])=[O:24])[CH2:11][C:12]1[CH:17]=[CH:16][C:15]([OH:18])=[C:14]([C:19]([CH3:22])([CH3:20])[CH3:21])[CH:13]=1 |f:1.2,4.5|. Procedure details: To a solution of acetyl chloride (22.6 ml, 299 mmol) in diethyl ether (11), sodium formate (30.6 g, 450 mmol) was added under cooling with ice and stirred at room temperature for 23 hours. The reaction mixture was filtered and evaporated to remove the solvent. The thus obtained residue was added dropwise to a solution of H-Tyr(3-tBu)-OMe (22.2 g, 83.8 mmol) in methylene chloride (500 ml) under cooling with ice, mixed with TEA (46.7 ml, 335 mmol) and stirred at room temperature for 2 hours. The r...